From a dataset of the Open Reaction Database (ORD), a public repository of structured organic reaction records. describe an organic reaction: reactants, conditions, products, and yield The reactants are [H][H] (Hydrogen), C(C1=CC=CC=C1)NC(CF)C1CN(CC1)CC1=CC=CC=C1 (Benzyl[1-(1-benzylpyrrolidin-3-yl)-2-fluoroethyl]amine). Reagents/catalysts: S(O)(O)(=O)=O (sulfuric acid), [Pd] (palladium on carbon). The solvent is CO (methanol). Conditions: time 24 hour. The product is FCC(C1CNCC1)N (2-Fluoro-1-pyrrolidin-3-ylethylamine). Yield: 94.6%. RXN SMILES: C([NH:8][CH:9]([CH:12]1[CH2:16][CH2:15][N:14](CC2C=CC=CC=2)[CH2:13]1)[CH2:10][F:11])C1C=CC=CC=1.[H][H]>CO.[Pd].S(=O)(=O)(O)O>[F:11][CH2:10][CH:9]([NH2:8])[CH:12]1[CH2:16][CH2:15][NH:14][CH2:13]1. Reported procedure: To a solution of benzyl[1-(1-benzylpyrrolidin-3-yl)-2-fluoroethyl]amine (2.5 g, 8.0 mmol, Example 17) in methanol (50 mL) was added 20% palladium on carbon (200 mg). Hydrogen was introduced to the reaction mixture at high pressure (48 psi) for 24 hours, at which time sulfuric acid (3 drops) was added. After an additional 24 hours, the reaction mixture was filtered through Celite, washed with methanol, and the combined filtrates concentrated under vacuum to afford the title compound (1.0 g): MSCI... Procedure details: A microsystem composed of three T-shaped micromixers (M1, M2 and M3) and two microtube reactors (R1 and R2) was used. The whole microsystem was dipped in a cooling bath (−78° C.). A solution of o-dibromobenzene (0.27 M) in THF (flow rate: 6 mL/min, 1.62 mmol/min) and a solution of n-BuLi (1.5 M) in n-hexane (flow rate: 1.2 mL/min, 1.8 mmol/min) were introduced to the first T-shaped mixer M1 (inner diameter: 250 μm) by using syringe pumps. The resulting solution was passed through the tube reacto... Yield: 69.0%. The product is BrC1=C(C=CC=C1)[Si](C)(C)C (2-bromophenyltrimethylsilane). Solvent: CCOCC (Et2O), C1CCOC1 (THF), CCCCCC (n-hexane). Reaction SMILES: [Br:1][C:2]1[CH:7]=[CH:6][CH:5]=[CH:4][C:3]=1Br.[Li]CCCC.FC(F)(F)S(O[Si:20]([CH3:23])([CH3:22])[CH3:21])(=O)=O>C1COCC1.CCCCCC.CCOCC>[Br:1][C:2]1[CH:7]=[CH:6][CH:5]=[CH:4][C:3]=1[Si:20]([CH3:23])([CH3:22])[CH3:21]. Starting materials: FC(S(=O)(=O)O[Si](C)(C)C)(F)F (trimethylsilyl trifluoromethanesulfonate), BrC1=C(C=CC=C1)Br (o-dibromobenzene), [Li]CCCC (n-BuLi). Conditions: time 0.82 second. Starting materials: [BH4-], CC(=O)O, CO, CC(=O)c1ccccn1, Cl, [Na+], [Na+], [OH-]. Yields the product CC(O)c1ccccn1. As a reaction SMILES: [BH4-:1].[CH3:15][C:16](=[O:17])[OH:18].[CH3:19][OH:20].[CH3:3][C:4](=[O:5])[c:6]1[n:7][cH:8][cH:9][cH:10][cH:11]1.[ClH:12].[Na+:14].[Na+:2].[OH-:13]>>[CH3:3][CH:4]([OH:5])[c:6]1[n:7][cH:8][cH:9][cH:10][cH:11]1. The reactants are C(#N)C=1C=CC2=C(N=C(O2)CC2=C3C=CN(C3=C(C=C2OC)C)C(=O)OC(C)(C)C)C1 (tert-Butyl 4-((5-cyanobenzo[d]oxazol-2-yl)methyl)-5-methoxy-7-methyl-1H-indole-1-carboxylate), CI (MeI), [Li+].C[Si](C)(C)[N-][Si](C)(C)C (LHMDS). The solvent is C1CCOC1 (THF). Reaction conditions: time 16 hour. The product is C(#N)C=1C=CC2=C(N=C(O2)C(C)C2=C3C=CN(C3=C(C=C2OC)C)C(=O)OC(C)(C)C)C1 ((±)-tert-Butyl 4-(1-(5-cyanobenzo[d]oxazol-2-yl)ethyl)-5-methoxy-7-methyl-1H-indole-1-carboxylate). Reaction SMILES: [C:1]([C:3]1[CH:4]=[CH:5][C:6]2[O:10][C:9]([CH2:11][C:12]3[C:20]([O:21][CH3:22])=[CH:19][C:18]([CH3:23])=[C:17]4[C:13]=3[CH:14]=[CH:15][N:16]4[C:24]([O:26][C:27]([CH3:30])([CH3:29])[CH3:28])=[O:25])=[N:8][C:7]=2[CH:31]=1)#[N:2].CI.[Li+].[CH3:35][Si]([N-][Si](C)(C)C)(C)C>C1COCC1>[C:1]([C:3]1[CH:4]=[CH:5][C:6]2[O:10][C:9]([CH:11]([C:12]3[C:20]([O:21][CH3:22])=[CH:19][C:18]([CH3:23])=[C:17]4[C:13]=3[CH:14]=[CH:15][N:16]4[C:24]([O:26][C:27]([CH3:28])([CH3:30])[CH3:29])=[O:25])[CH3:35])=[N:8][C:7]=2[CH:31]=1)#[N:2] |f:2.3|. Procedure details: To a solution of tert-butyl 4-((5-cyanobenzo[d]oxazol-2-yl)methyl)-5-methoxy-7-methyl-1H-indole-1-carboxylate (Example 144-A) (277 mg, 0.664 mmol) in THF (3.3 mL) was added MeI (0.050 mL, 0.796 mmol) at −78° C. At this point, LHMDS (0.730 mL, 0.730 mmol) was added at the same temperature and the reaction was allowed to warm up to rt over one hour and stirred at rt for 16 hrs. The reaction mixture was quenched at −78° C. with a saturated ammonium chloride (aq.) solution, diluted with water and DC...